Dataset: the Open Reaction Database (ORD), a public repository of structured organic reaction records. Task: describe an organic reaction: reactants, conditions, products, and yield Starting materials: C(C)(=O)OCC (ethyl acetate), C(C)(C)(C)C1=CC(=C(N1CCC1=C(C=CC=C1)OC)C)C(=O)N=C(N)N (5-tert-butyl-N-(diaminomethylene)-1-[2-(2-methoxyphenyl)ethyl]-2-methyl-1H-pyrrole-3-carboxamide), CO (methanol), ClCCl.B(Br)(Br)Br (boron tribromide dichloromethane). Solvent: ClCCl (dichloromethane). Reaction conditions: time 14 hour. Product: Cl.C(C)(C)(C)C1=CC(=C(N1CCC1=C(C=CC=C1)O)C)C(=O)N=C(N)N (5-tert-butyl-N-(diaminomethylene)-1-[2-(2-hydroxyphenyl)ethyl]-2-methyl-1H-pyrrole-3-carboxamide hydrochloride). RXN SMILES: [C:1]([C:5]1[N:9]([CH2:10][CH2:11][C:12]2[CH:17]=[CH:16][CH:15]=[CH:14][C:13]=2[O:18]C)[C:8]([CH3:20])=[C:7]([C:21]([N:23]=[C:24]([NH2:26])[NH2:25])=[O:22])[CH:6]=1)([CH3:4])([CH3:3])[CH3:2].[Cl:27]CCl.B(Br)(Br)Br.CO.C(OCC)(=O)C>ClCCl>[ClH:27].[C:1]([C:5]1[N:9]([CH2:10][CH2:11][C:12]2[CH:17]=[CH:16][CH:15]=[CH:14][C:13]=2[OH:18])[C:8]([CH3:20])=[C:7]([C:21]([N:23]=[C:24]([NH2:25])[NH2:26])=[O:22])[CH:6]=1)([CH3:4])([CH3:2])[CH3:3] |f:1.2,6.7|. Procedure details: A 330 mg portion of 5-tert-butyl-N-(diaminomethylene)-1-[2-(2-methoxyphenyl)ethyl]-2-methyl-1H-pyrrole-3-carboxamide was dissolved in 10 ml of dichloromethane, and 2.78 ml of a 1 M boron tribromide dichloromethane solution was added dropwise thereto at −70° C. under an atmosphere of argon, followed by stirring at room temperature for 14 hours. Under ice-cooling, 5 ml of methanol was added to the reaction liquid, and the reaction liquid was concentrated under a reduced pressure. The residue was s... Reactants: COCCOC, OCc1cc(-c2ccc(OCc3ccccc3)cc2)n(C2CCCCC2)n1, O=[Mn]=O. Product: O=Cc1cc(-c2ccc(OCc3ccccc3)cc2)n(C2CCCCC2)n1. As a reaction SMILES: [CH3:28][O:29][CH2:30][CH2:31][O:32][CH3:33].[CH:1]1([n:7]2[n:8][c:9]([CH2:26][OH:27])[cH:10][c:11]2-[c:12]2[cH:13][cH:14][c:15]([O:18][CH2:19][c:20]3[cH:21][cH:22][cH:23][cH:24][cH:25]3)[cH:16][cH:17]2)[CH2:2][CH2:3][CH2:4][CH2:5][CH2:6]1.[O:34]=[Mn:35]=[O:36]>>[CH:1]1([n:7]2[n:8][c:9]([CH:26]=[O:27])[cH:10][c:11]2-[c:12]2[cH:13][cH:14][c:15]([O:18][CH2:19][c:20]3[cH:21][cH:22][cH:23][cH:24][cH:25]3)[cH:16][cH:17]2)[CH2:2][CH2:3][CH2:4][CH2:5][CH2:6]1. RXN SMILES: C(N)(C)C.CC1(C)[NH:11][C:10](=[O:12])[C:9]2[CH:13]=[C:14]([O:17][CH2:18][CH:19]([NH:21][CH2:22][CH:23]([OH:36])[CH2:24][O:25][C:26]3[CH:31]=[CH:30][C:29]([C:32](=[O:35])[NH:33][CH3:34])=[CH:28][CH:27]=3)[CH3:20])[CH:15]=[CH:16][C:8]=2[O:7]1>CO>[C:10]([C:9]1[CH:13]=[C:14]([CH:15]=[CH:16][C:8]=1[OH:7])[O:17][CH2:18][CH:19]([NH:21][CH2:22][CH:23]([OH:36])[CH2:24][O:25][C:26]1[CH:31]=[CH:30][C:29]([C:32](=[O:35])[NH:33][CH3:34])=[CH:28][CH:27]=1)[CH3:20])(=[O:12])[NH2:11]. Reported procedure: 80 ml of isopropylamine are added to a solution of 18.0 g of crude 1-[2-(2,3-dihydro-2,2-dimethyl-4-oxo-4H-1,3-benzoxazin-6-yloxy)-1-methylethylamino]-3-(4-methylcarbamoylphenoxy)propan-2-ol in 300 ml of methanol and the solution is refluxed for 1 hour. The reaction mixture is concentrated by evaporation and the oil remaining is crystallised from 80 ml of isopropanol. 1-[2-(3-Carbamoyl-4-hydroxyphenoxy)-1-methylethylamino]-3-(4-methylcarbamoylphenoxy)propan-2-ol having a melting point of 172°-17... Yields the product C(N)(=O)C=1C=C(OCC(C)NCC(COC2=CC=C(C=C2)C(NC)=O)O)C=CC1O (1-[2-(3-Carbamoyl-4-hydroxyphenoxy)-1-methylethylamino]-3-(4-methylcarbamoylphenoxy)propan-2-ol). Reactants: C(C)(C)N (isopropylamine), CC1(OC2=C(C(N1)=O)C=C(C=C2)OCC(C)NCC(COC2=CC=C(C=C2)C(NC)=O)O)C (1-[2-(2,3-dihydro-2,2-dimethyl-4-oxo-4H-1,3-benzoxazin-6-yloxy)-1-methylethylamino]-3-(4-methylcarbamoylphenoxy)propan-2-ol). Run in CO (methanol). The reactants are FC1C(NC(NC1OC)=O)=O (5-fluoro-6-methoxy-5,6-dihydrouracil), Cl (HCl). The product is FC=1C(NC(NC1)=O)=O (5-fluorouracil). The yield is 49.9%. RXN SMILES: [F:1][CH:2]1[CH:7](OC)[NH:6][C:5](=[O:10])[NH:4][C:3]1=[O:11].Cl>>[F:1][C:2]1[C:3](=[O:11])[NH:4][C:5](=[O:10])[NH:6][CH:7]=1. Procedure: 0.25 g of 5-fluoro-6-methoxy-5,6-dihydrouracil obtained in Example 1B above was placed in a reflux flask and then 1 ml of concentrated HCl was added to the flask. The flask contents were brought to refluxing temperature, and the precipitation of a solid soon occurred, producing 0.1 g of 5-fluorouracil.